From a dataset of the Open Reaction Database (ORD), a public repository of structured organic reaction records. describe an organic reaction: reactants, conditions, products, and yield The reactants are CC1(OCCO1)C1=CC=C(O1)CN1N=CC(=C1)N (1-[5-(2-methyl-[1,3]dioxolan-2-yl)-furan-2-ylmethyl]-1H-pyrazol-4-ylamine), FC(C1=C(C=CC=C1)/C=C/C(=O)O)(F)F ((E)-3-(2-trifluoromethyl-phenyl)-acrylic acid). The product is C(C)(=O)C1=CC=C(O1)CN1N=CC(=C1)NC(\C=C\C1=C(C=CC=C1)C(F)(F)F)=O ((E)-N-[1-(5-Acetyl-furan-2-ylmethyl)-1H-pyrazol-4-yl]-3-(2-trifluoromethyl-phenyl)-acrylamide). As a reaction SMILES: [CH3:1][C:2]1([C:7]2[O:11][C:10]([CH2:12][N:13]3[CH:17]=[C:16]([NH2:18])[CH:15]=[N:14]3)=[CH:9][CH:8]=2)[O:6]CCO1.[F:19][C:20]([F:33])([F:32])[C:21]1[CH:26]=[CH:25][CH:24]=[CH:23][C:22]=1/[CH:27]=[CH:28]/[C:29](O)=[O:30]>>[C:2]([C:7]1[O:11][C:10]([CH2:12][N:13]2[CH:17]=[C:16]([NH:18][C:29](=[O:30])/[CH:28]=[CH:27]/[C:22]3[CH:23]=[CH:24][CH:25]=[CH:26][C:21]=3[C:20]([F:32])([F:33])[F:19])[CH:15]=[N:14]2)=[CH:9][CH:8]=1)(=[O:6])[CH3:1]. Procedure details: Following general procedure B followed by either C or D, starting from 1-[5-(2-methyl-[1,3]dioxolan-2-yl)-furan-2-ylmethyl]-1H-pyrazol-4-ylamine and (E)-3-(2-trifluoromethyl-phenyl)-acrylic acid. Starting materials: C[Si](C)(C)[N-][Si](C)(C)C.[K+] (Potassium bis(trimethylsilyl)amide), C(C)OC1=NC=C(C=C1C=1NC(C=2C(N1)=C(N(N2)CC=2N=NC=CC2)CC)=O)S(=O)(=O)N2CCN(CC2)CC (5-[2-Ethoxy-5-(4-ethylpiperazin-1-ylsulphonyl)pyridin-3-yl]-3-ethyl-2-(pyridazin-3-yl)methyl-2,6-dihydro-7H-pyrazolo[4,3-d]pyrimidin-7-one), C(CCC)O (n-butanol). Conditions: temperature 110 celsius. Product: N (ammonia), C(CCC)OC1=NC=C(C=C1C=1NC(C=2C(N1)=C(N(N2)CC=2N=NC=CC2)CC)=O)S(=O)(=O)N2CCN(CC2)CC (5-[2-n-Butoxy-5-(4-ethylpiperazin-1-ylsulphonyl)pyridin-3-yl]-3-ethyl-2-(pyridazin-3-yl)methyl-2,6-dihydro-7H-pyrazolo[4,3-d]pyrimidin-7-one). The yield is 59.0%. As a reaction SMILES: C[Si]([N-:5][Si](C)(C)C)(C)C.[K+].[CH2:11]([O:13][C:14]1[C:19]([C:20]2[NH:21][C:22](=[O:38])[C:23]3[C:24](=[C:26]([CH2:36][CH3:37])[N:27]([CH2:29][C:30]4[N:31]=[N:32][CH:33]=[CH:34][CH:35]=4)[N:28]=3)[N:25]=2)=[CH:18][C:17]([S:39]([N:42]2[CH2:47][CH2:46][N:45]([CH2:48][CH3:49])[CH2:44][CH2:43]2)(=[O:41])=[O:40])=[CH:16][N:15]=1)[CH3:12].[CH2:50](O)[CH2:51]CC>>[NH3:5].[CH2:11]([O:13][C:14]1[C:19]([C:20]2[NH:21][C:22](=[O:38])[C:23]3[C:24](=[C:26]([CH2:36][CH3:37])[N:27]([CH2:29][C:30]4[N:31]=[N:32][CH:33]=[CH:34][CH:35]=4)[N:28]=3)[N:25]=2)=[CH:18][C:17]([S:39]([N:42]2[CH2:47][CH2:46][N:45]([CH2:48][CH3:49])[CH2:44][CH2:43]2)(=[O:41])=[O:40])=[CH:16][N:15]=1)[CH2:12][CH2:50][CH3:51] |f:0.1|. Procedure: Potassium bis(trimethylsilyl)amide (35 mg, 0.176 mmol) was added to a solution of the title compound of Example 146 (80 mg, 0.145 mmol) in n-butanol (2 ml), and the reaction stirred at 110° C. for 6½ hours. The cooled mixture was concentrated under reduced pressure and the residue partitioned between ethyl acetate (20 ml) and sodium bicarbonate solution (10 ml). The phases were separated, the organic layer washed with additional sodium bicarbonate solution (10 ml), brine (10 ml), dried (MgSO4) a...